From a dataset of the Open Reaction Database (ORD), a public repository of structured organic reaction records. describe an organic reaction: reactants, conditions, products, and yield Reactants: O=C([O-])[O-], CN(C)CCCCl, CCO, COCOc1cc(OCOC)c(C(C)C)cc1-c1n[nH]c(=S)n1C(C)C, [Cl-], Cl, [K+], [K+], [Na+]. The product is COCOc1cc(OCOC)c(C(C)C)cc1-c1nnc(SCCCN(C)C)n1C(C)C. Reaction SMILES: [C:27](=[O:28])([O-:29])[O-:30].[CH3:34][N:35]([CH2:36][CH2:37][CH2:38][Cl:39])[CH3:40].[CH3:43][CH2:44][OH:45].[CH:1]([CH3:2])([CH3:3])[c:4]1[c:5]([O:23][CH2:24][O:25][CH3:26])[cH:6][c:7]([O:19][CH2:20][O:21][CH3:22])[c:8](-[c:10]2[n:11]([CH:16]([CH3:17])[CH3:18])[c:12](=[S:15])[nH:13][n:14]2)[cH:9]1.[Cl-:42].[ClH:33].[K+:31].[K+:32].[Na+:41]>>[CH:1]([CH3:2])([CH3:3])[c:4]1[c:5]([O:23][CH2:24][O:25][CH3:26])[cH:6][c:7]([O:19][CH2:20][O:21][CH3:22])[c:8](-[c:10]2[n:11]([CH:16]([CH3:17])[CH3:18])[c:12]([S:15][CH2:38][CH2:37][CH2:36][N:35]([CH3:34])[CH3:40])[n:13][n:14]2)[cH:9]1. Reactants: B, CSC, CO, CO, ClC(Cl)Cl, Cl, C1CCOC1, COC(=O)c1ccc(N(C)CC2(O)CCN(C(=O)Cc3ccc(S(C)(=O)=O)cc3)CC2)cc1. The product is COC(=O)c1ccc(N(C)CC2(O)CCN(CCc3ccc(S(C)(=O)=O)cc3)CC2)cc1. RXN SMILES: [BH3:4].[CH3:1][S:2][CH3:3].[CH3:43][OH:44].[CH3:46][OH:47].[CH:48]([Cl:49])([Cl:50])[Cl:51].[ClH:45].[O:38]1[CH2:39][CH2:40][CH2:41][CH2:42]1.[OH:5][C:6]1([CH2:25][N:26]([c:27]2[cH:28][cH:29][c:30]([C:31](=[O:32])[O:33][CH3:34])[cH:35][cH:36]2)[CH3:37])[CH2:7][CH2:8][N:9]([C:12]([CH2:13][c:14]2[cH:15][cH:16][c:17]([S:20](=[O:21])(=[O:22])[CH3:23])[cH:18][cH:19]2)=[O:24])[CH2:10][CH2:11]1>>[OH:5][C:6]1([CH2:25][N:26]([c:27]2[cH:28][cH:29][c:30]([C:31](=[O:32])[O:33][CH3:34])[cH:35][cH:36]2)[CH3:37])[CH2:7][CH2:8][N:9]([CH2:12][CH2:13][c:14]2[cH:15][cH:16][c:17]([S:20](=[O:21])(=[O:22])[CH3:23])[cH:18][cH:19]2)[CH2:10][CH2:11]1. The reactants are BrC1=CC(=CC=C1)N=C=O (1-bromo-3-isocyanatobenzene), COC(CN)OC ([2,2-bis(methyloxy)ethyl]amine). The solvent is C(Cl)Cl (CH2Cl2). Conditions: time 4 hour. Yields the product BrC=1C=C(C=CC1)N1C(NC=C1)=O (1-(3-bromophenyl)-1,3-dihydro-2H-imidazol-2-one). RXN SMILES: [Br:1][C:2]1[CH:7]=[CH:6][CH:5]=[C:4]([N:8]=[C:9]=[O:10])[CH:3]=1.CO[CH:13](OC)[CH2:14][NH2:15]>C(Cl)Cl>[Br:1][C:2]1[CH:3]=[C:4]([N:8]2[CH:13]=[CH:14][NH:15][C:9]2=[O:10])[CH:5]=[CH:6][CH:7]=1. Procedure details: A solution of 1-bromo-3-isocyanatobenzene (1.0 mL, 8.01 mmol) and [2,2-bis(methyloxy)ethyl]amine (0.86 mL, 8.01 mmol) in CH2Cl2 (15 mL) was stirred at room temperature for 16 hr. The solution was concentrated in vacuo and the residue taken up in a mixture of CH3CN (10 mL) and H2O (3 mL). TFA (3 mL) was added and the solution stirred at room temperature for 4 hr. The solution was concentrated in vacuo, the residue taken up in EtOAc then washed with satd NaHCO3, H2O, and brine. The organics were t... Starting materials: CC1CC[C@@H]([C@H](C1)O)C(C)C ((+)-menthol), O=C1NCCCC1C(=O)OCC (ethyl 2-oxo-3-piperidinecarboxylate). The reagents and catalysts are CN(C1=CC=NC=C1)C (4-Dimethylaminopyridine). The solvent is C1(=CC=CC=C1)C (toluene), C1(=CC=CC=C1)C (toluene). Run at temperature 25 celsius. The product is O=C1NCCCC1C(=O)O[C@@H]1[C@H](CC[C@@H](C1)C)C(C)C ((1S,2R,5S)-5-methyl-2-(1-methylethyl)cyclohexyl 2-oxo-3-piperidinecarboxylate). RXN SMILES: [CH3:1][CH:2]1[CH2:7][C@H:6]([OH:8])[C@@H:5]([CH:9]([CH3:11])[CH3:10])[CH2:4][CH2:3]1.[O:12]=[C:13]1[CH:18]([C:19](OCC)=[O:20])[CH2:17][CH2:16][CH2:15][NH:14]1>CN(C)C1C=CN=CC=1.C1(C)C=CC=CC=1>[O:12]=[C:13]1[CH:18]([C:19]([O:8][C@H:6]2[CH2:7][C@@H:2]([CH3:1])[CH2:3][CH2:4][C@@H:5]2[CH:9]([CH3:11])[CH3:10])=[O:20])[CH2:17][CH2:16][CH2:15][NH:14]1. Procedure details: 4-Dimethylaminopyridine (0.35 wt), (+)-menthol (0.95 wt) and ethyl 2-oxo-3-piperidinecarboxylate (1 wt) are dissolved/suspended in toluene (10 vol). The mixture is heated to reflux and stirred for seven days with periodic distillation of solvent and replenishment with fresh toluene. The reaction mixture is cooled to 25° C. and washed with two portions of 5% w/w aqueous HCl (4 vol) and then water (4 vol). The organic phase is concentrated under reduced pressure to give the title compound as a col...